This data is from the Open Reaction Database (ORD), a public repository of structured organic reaction records. The task is: describe an organic reaction: reactants, conditions, products, and yield Starting materials: O1C2=C(NCC1C(=O)[O-])C=CC=C2.[Li+] ((±)-lithium 3,4-dihydro-2H-benzo[b][1,4]oxazine-2-carboxylate), N[C@H]([C@@H](CN[C@H]1CCOC2=CC=C(C=C12)CC)O)CC1=CC=CC=C1 ((2R,3S)-3-amino-1-((S)-6-ethylchroman-4-ylamino)-4-phenylbutan-2-ol). Product: C(C)C=1C=C2[C@H](CCOC2=CC1)NC[C@H]([C@H](CC1=CC=CC=C1)NC(=O)C1CNC2=C(O1)C=CC=C2)O (N-((2S,3R)-4-((S)-6-Ethylchroman-4-ylamino)-3-hydroxy-1-phenylbutan-2-yl)-3,4-dihydro-2H-benzo[b][1,4]oxazine-2-carboxamide). RXN SMILES: [O:1]1[CH:6]([C:7]([O-:9])=O)[CH2:5][NH:4][C:3]2[CH:10]=[CH:11][CH:12]=[CH:13][C:2]1=2.[Li+].[NH2:15][C@@H:16]([CH2:33][C:34]1[CH:39]=[CH:38][CH:37]=[CH:36][CH:35]=1)[C@H:17]([OH:32])[CH2:18][NH:19][C@@H:20]1[C:29]2[C:24](=[CH:25][CH:26]=[C:27]([CH2:30][CH3:31])[CH:28]=2)[O:23][CH2:22][CH2:21]1>>[CH2:30]([C:27]1[CH:28]=[C:29]2[C:24](=[CH:25][CH:26]=1)[O:23][CH2:22][CH2:21][C@@H:20]2[NH:19][CH2:18][C@@H:17]([OH:32])[C@@H:16]([NH:15][C:7]([CH:6]1[O:1][C:2]2[CH:13]=[CH:12][CH:11]=[CH:10][C:3]=2[NH:4][CH2:5]1)=[O:9])[CH2:33][C:34]1[CH:35]=[CH:36][CH:37]=[CH:38][CH:39]=1)[CH3:31] |f:0.1|. Procedure: The title compound was prepared using a procedure analogous to that described in Example 35, wherein (±)-lithium 3,4-dihydro-2H-benzo[b][1,4]oxazine-2-carboxylate was coupled with (2R,3S)-3-amino-1-((S)-6-ethylchroman-4-ylamino)-4-phenylbutan-2-ol to afford the title compound (a 1:1 mixture of epimers at the benzooxazine stereocenter) as a white solid. MS m/z: 502 (M+1). The reactants are CC(=O)N1CCN(C(=O)c2ccc(Nc3nccc(-c4ccc([N+](=O)[O-])cc4)n3)cc2)CC1, CC(=O)O, CO. Product: CC(=O)N1CCN(C(=O)c2ccc(Nc3nccc(-c4ccc(N)cc4)n3)cc2)CC1. Reaction SMILES: [C:1]([CH3:2])(=[O:3])[N:4]1[CH2:5][CH2:6][N:7]([C:10](=[O:11])[c:12]2[cH:13][cH:14][c:15]([NH:18][c:19]3[n:20][cH:21][cH:22][c:23](-[c:25]4[cH:26][cH:27][c:28]([N+:31]([O-:32])=[O:33])[cH:29][cH:30]4)[n:24]3)[cH:16][cH:17]2)[CH2:8][CH2:9]1.[CH3:34][C:35](=[O:36])[OH:37].[CH3:38][OH:39]>>[C:1]([CH3:2])(=[O:3])[N:4]1[CH2:5][CH2:6][N:7]([C:10](=[O:11])[c:12]2[cH:13][cH:14][c:15]([NH:18][c:19]3[n:20][cH:21][cH:22][c:23](-[c:25]4[cH:26][cH:27][c:28]([NH2:31])[cH:29][cH:30]4)[n:24]3)[cH:16][cH:17]2)[CH2:8][CH2:9]1. Reactants: O=C([O-])O, CCCC[N+](CCCC)(CCCC)CCCC, CCOC(C)=O, [F-], CCCC(=O)Nc1nn(COCC[Si](C)(C)C)c2cc(-c3ccc([N+](=O)[O-])cc3)ccc12, [Na+], C1CCOC1. Product: CCCC(=O)Nc1n[nH]c2cc(-c3ccc([N+](=O)[O-])cc3)ccc12. As a reaction SMILES: [C:57](=[O:58])([O-:59])[OH:60].[CH3:2][CH2:3][CH2:4][CH2:5][N+:6]([CH2:7][CH2:8][CH2:9][CH3:10])([CH2:11][CH2:12][CH2:13][CH3:14])[CH2:15][CH2:16][CH2:17][CH3:18].[CH3:51][CH2:52][O:53][C:54](=[O:55])[CH3:56].[F-:1].[N+:19](=[O:20])([O-:21])[c:22]1[cH:23][cH:24][c:25](-[c:28]2[cH:29][cH:30][c:31]3[c:32]([NH:45][C:46]([CH2:47][CH2:48][CH3:49])=[O:50])[n:33][n:34]([CH2:37][O:38][CH2:39][CH2:40][Si:41]([CH3:42])([CH3:43])[CH3:44])[c:35]3[cH:36]2)[cH:26][cH:27]1.[Na+:61].[O:62]1[CH2:63][CH2:64][CH2:65][CH2:66]1>>[N+:19](=[O:20])([O-:21])[c:22]1[cH:23][cH:24][c:25](-[c:28]2[cH:29][cH:30][c:31]3[c:32]([NH:45][C:46]([CH2:47][CH2:48][CH3:49])=[O:50])[n:33][nH:34][c:35]3[cH:36]2)[cH:26][cH:27]1.